This data is from the Open Reaction Database (ORD), a public repository of structured organic reaction records. The task is: describe an organic reaction: reactants, conditions, products, and yield Starting materials: CC(C=O)c1ccccc1, CC1=CN=C(C=C1)N, [C-]#[N+]C1CCCCC1. The reagents and catalysts are O=C(O)C(F)(F)F (trifluoroacetic acid). The solvent is CC(C)O (isopropyl alcohol), CC(C)O (isopropylalcohol). Reaction conditions: temperature 22 celsius, time 20 hour. Product: CC(c1ccccc1)c1c(NC2CCCCC2)n2cc(C)ccc2n1. Yield: 25.5%. As a reaction SMILES: CC1=CC=C(N)N=C1.[C-]#[N+]C1CCCCC1.CC(C=O)C1=CC=CC=C1>>CC(C1=C(NC2CCCCC2)N2C=C(C)C=CC2=N1)C1=CC=CC=C1. Reactants: C1(CC1)C=1C(=CC(=C(C(=O)O)C1)F)OCC1(CCCCC1)C(F)(F)F (5-cyclopropyl-2-fluoro-4-((1-(trifluoromethyl)cyclohexyl)methoxy)-benzoic acid), CNS(=O)(=O)N ((methylsulfamoyl)amine), C1(CC1)C=1C(=CC(=C(C(=O)O)C1)F)OCC1(CCC(CC1)(F)F)C (5-cyclopropyl-4-((4,4-difluoro-1-methylcyclohexyl)methoxy)-2-fluorobenzoic acid), CS(=O)(=O)N (methanesulfonamide). Yields the product C1(CC1)C=1C(=CC(=C(C(=O)NS(NC)(=O)=O)C1)F)OCC1(CCC(CC1)(F)F)C (5-cyclopropyl-4-((4,4-difluoro-1-methylcyclohexyl)methoxy)-2-fluoro-N-(N-methylsulfamoyl)benzamide). Reaction SMILES: C1(C2C(OCC3(C(F)(F)F)CCCCC3)=CC(F)=C(C=2)C(O)=O)CC1.[CH:26]1([C:29]2[C:30]([O:39][CH2:40][C:41]3([CH3:49])[CH2:46][CH2:45][C:44]([F:48])([F:47])[CH2:43][CH2:42]3)=[CH:31][C:32]([F:38])=[C:33]([CH:37]=2)[C:34](O)=[O:35])[CH2:28][CH2:27]1.CS(N)(=O)=O.[CH3:55][NH:56][S:57]([NH2:60])(=[O:59])=[O:58]>>[CH:26]1([C:29]2[C:30]([O:39][CH2:40][C:41]3([CH3:49])[CH2:46][CH2:45][C:44]([F:48])([F:47])[CH2:43][CH2:42]3)=[CH:31][C:32]([F:38])=[C:33]([CH:37]=2)[C:34]([NH:60][S:57](=[O:59])(=[O:58])[NH:56][CH3:55])=[O:35])[CH2:28][CH2:27]1. Procedure details: Following the procedure as described in Example 158 step 5, and making variations as required to replace 5-cyclopropyl-2-fluoro-4-((1-(trifluoromethyl)cyclohexyl)methoxy)-benzoic acid with 5-cyclopropyl-4-((4,4-difluoro-1-methylcyclohexyl)methoxy)-2-fluorobenzoic acid and to replace methanesulfonamide with (methylsulfamoyl)amine, the title compound was obtained (0.13 g, 47%) as a colorless solid: 1H NMR (300 MHz, CDCl3) δ 8.77-8.62 (m, 1H), 7.66-7.56 (m, 1H), 6.65-6.51 (m, 1H), 5.30-5.18 (m, 1H)...